Dataset: the Open Reaction Database (ORD), a public repository of structured organic reaction records. Task: describe an organic reaction: reactants, conditions, products, and yield Starting materials: NC1=C(C(=O)OCC)C=C(C=C1C)C#N (ethyl 2-amino-5-cyano-3-methylbenzoate), CN (methylamine), C[O-].[Na+] (sodium methoxide). Yields the product NC1=C(C(=O)NC)C=C(C=C1C)C#N (2-amino-5-cyano-N,3-dimethylbenzamide). Isolated yield 96.9%. As a reaction SMILES: [NH2:1][C:2]1[C:12]([CH3:13])=[CH:11][C:10]([C:14]#[N:15])=[CH:9][C:3]=1[C:4]([O:6]CC)=O.[CH3:16][NH2:17].C[O-].[Na+]>>[NH2:1][C:2]1[C:12]([CH3:13])=[CH:11][C:10]([C:14]#[N:15])=[CH:9][C:3]=1[C:4]([NH:17][CH3:16])=[O:6] |f:2.3|. Reported procedure: The above-described method (Example 3) was repeated to stir ethyl 2-amino-5-cyano-3-methylbenzoate (0.50 g, 2.40 mmol) with methylamine (3.73 g, 48 mmol, 40% in methanol) and sodium methoxide (22 mg, 30% in methanol) at room temperature for 18 hours. The entire reaction batch was vacuum distilled and 2-amino-5-cyano-N,3-dimethylbenzamide (0.44 g, 95.9% of theory, 99.0 area % LC) was obtained as a pale brown solid. The reactants are OC1=CC=C(C=C1)C1=CC=CC(=N1)C(=O)OC (Methyl 6-(4-hydroxyphenyl)-2-pyridinecarboxylate), C(=O)([O-])[O-].[K+].[K+] (K2CO3), BrCC1=C(C=CC=C1)F (1-(bromomethyl)-2-fluorobenzene). The solvent is CC(=O)C (acetone). Run at temperature 60 celsius, time 6 hour. The product is FC1=C(C=CC=C1)COC1=CC=C(C=C1)C1=CC=CC(=N1)C(=O)OC (Methyl 6-(4-{[(2-fluorophenyl)methyl]oxy}phenyl)-2-pyridinecarboxylate). The yield is 73.1%. As a reaction SMILES: [OH:1][C:2]1[CH:7]=[CH:6][C:5]([C:8]2[N:13]=[C:12]([C:14]([O:16][CH3:17])=[O:15])[CH:11]=[CH:10][CH:9]=2)=[CH:4][CH:3]=1.C([O-])([O-])=O.[K+].[K+].Br[CH2:25][C:26]1[CH:31]=[CH:30][CH:29]=[CH:28][C:27]=1[F:32]>CC(C)=O>[F:32][C:27]1[CH:28]=[CH:29][CH:30]=[CH:31][C:26]=1[CH2:25][O:1][C:2]1[CH:3]=[CH:4][C:5]([C:8]2[N:13]=[C:12]([C:14]([O:16][CH3:17])=[O:15])[CH:11]=[CH:10][CH:9]=2)=[CH:6][CH:7]=1 |f:1.2.3|. Procedure details: To a solution of methyl 6-(4-hydroxyphenyl)-2-pyridinecarboxylate (D80, 650 mg, 2.84 mmol) in acetone (8 ml) were added K2CO3 (780 mg, 5.67 mmol) and 1-(bromomethyl)-2-fluorobenzene (805 mg, 4.26 mmol). The mixture was stirred at 60° C. under nitrogen atmosphere for 6 h. Solvent was removed under reduced pressure and the residue was dissolved in AcOEt. The organic phase was washed with water, dried over Na2SO4, filtered and evaporated to dryness. The crude compound was purified by flash chromato... Starting materials: C(C)OC(=O)N1CCN(CC1)C([C@H](CCC(=O)OC(C)(C)C)NC(=O)C1=NC(=NC(=C1)Cl)C1=CC=CC=C1)=O (4-{(S)-4-tert-butoxycarbonyl-2-[(6-chloro-2-phenyl-pyrimidine-4-carbonyl)-amino]-butyryl}-piperazine-1-carboxylic acid ethyl ester), C(=O)(O)C=1C=C(C=CC1)B(O)O (3-carboxyphenylboronic acid). Yields the product C(C)OC(=O)N1CCN(CC1)C([C@H](CCC(=O)OC(C)(C)C)NC(=O)C1=NC(=NC(=C1)C1=CC(=CC=C1)C(=O)O)C1=CC=CC=C1)=O (4-((S)-4-tert-butoxycarbonyl-2-{[6-(3-carboxy-phenyl)-2-phenyl-pyrimidine-4-carbonyl]-amino}-butyryl)-piperazine-1-carboxylic acid ethyl ester). RXN SMILES: [CH2:1]([O:3][C:4]([N:6]1[CH2:11][CH2:10][N:9]([C:12](=[O:39])[C@@H:13]([NH:23][C:24]([C:26]2[CH:31]=[C:30](Cl)[N:29]=[C:28]([C:33]3[CH:38]=[CH:37][CH:36]=[CH:35][CH:34]=3)[N:27]=2)=[O:25])[CH2:14][CH2:15][C:16]([O:18][C:19]([CH3:22])([CH3:21])[CH3:20])=[O:17])[CH2:8][CH2:7]1)=[O:5])[CH3:2].[C:40]([C:43]1[CH:44]=[C:45](B(O)O)[CH:46]=[CH:47][CH:48]=1)([OH:42])=[O:41]>>[CH2:1]([O:3][C:4]([N:6]1[CH2:11][CH2:10][N:9]([C:12](=[O:39])[C@@H:13]([NH:23][C:24]([C:26]2[CH:31]=[C:30]([C:47]3[CH:46]=[CH:45][CH:44]=[C:43]([C:40]([OH:42])=[O:41])[CH:48]=3)[N:29]=[C:28]([C:33]3[CH:38]=[CH:37][CH:36]=[CH:35][CH:34]=3)[N:27]=2)=[O:25])[CH2:14][CH2:15][C:16]([O:18][C:19]([CH3:22])([CH3:21])[CH3:20])=[O:17])[CH2:8][CH2:7]1)=[O:5])[CH3:2]. Procedure details: This compound was prepared using a method analogous to that of Example 86, step 86.1, 4-{(S)-4-tert-butoxycarbonyl-2-[(6-chloro-2-phenyl-pyrimidine-4-carbonyl)-amino]-butyryl}-piperazine-1-carboxylic acid ethyl ester replacing 2-chloro-6-methyl-pyrimidine-4-carboxylic acid methyl ester and 3-carboxyphenylboronic acid replacing phenylboronic acid. Reactants: O(C1=CC=CC=C1)C=1C=C(N)C=CC1 (3-phenoxyaniline), C(C)(C)(C)OC(=O)N1[C@@H](C=O)CCC1 (N-(tert-butoxycarbonyl)-D-prolinal), C(C)(=O)O[BH-](OC(C)=O)OC(C)=O.[Na+] (sodium triacetoxyborohydride), C(C)=O (Acetaldehyde), C(#N)[BH3-].[Na+] (sodium cyanoborohydride), C(C)(=O)[O-].[NH4+] (ammonium acetate). Reagents/catalysts: [Cl-].[Zn+2].[Cl-] (zinc chloride). The solvent is CO (methanol), ClCCCl (1,2-dichloroethane), O (water). Reaction conditions: temperature 50 celsius, time 8 hour. Yields the product C(C)(C)(C)OC(=O)N1[C@H](CCC1)CN(C1=CC(=CC=C1)OC1=CC=CC=C1)CC ((R)-2-{[Ethyl-(3-phenoxy-phenyl)-amino]-methyl}-pyrrolidine-1-carboxylic acid tert-butyl ester). The yield is 66.9%. Reaction SMILES: [O:1]([C:8]1[CH:9]=[C:10]([CH:12]=[CH:13][CH:14]=1)[NH2:11])[C:2]1[CH:7]=[CH:6][CH:5]=[CH:4][CH:3]=1.[C:15]([O:19][C:20]([N:22]1[CH2:28][CH2:27][CH2:26][C@@H:23]1[CH:24]=O)=[O:21])([CH3:18])([CH3:17])[CH3:16].[C:29](O[BH-](OC(=O)C)OC(=O)C)(=O)[CH3:30].[Na+].C(=O)C.C([BH3-])#N.[Na+].C([O-])(=O)C.[NH4+]>ClCCCl.CO.[Cl-].[Zn+2].[Cl-].O>[C:15]([O:19][C:20]([N:22]1[CH2:28][CH2:27][CH2:26][C@@H:23]1[CH2:24][N:11]([CH2:29][CH3:30])[C:10]1[CH:12]=[CH:13][CH:14]=[C:8]([O:1][C:2]2[CH:3]=[CH:4][CH:5]=[CH:6][CH:7]=2)[CH:9]=1)=[O:21])([CH3:18])([CH3:17])[CH3:16] |f:2.3,5.6,7.8,11.12.13|. Reported procedure: To a solution of 3-phenoxyaniline (0.3 g, 1.62 mmol) in 1,2-dichloroethane (4 ml) were added N-(tert-butoxycarbonyl)-D-prolinal (0.322 g, 1.62 mmol) and sodium triacetoxyborohydride (0.480 g, 2.26 mmol). The resulting suspension was stirred overnight at 50° C. The mixture was then cooled to room temperature, water (8 ml) was added and extracted with ethyl acetate (3×20 ml). The combined organic layers were dried with magnesium sulphate, filtered and concentrated in vacuo. The residue was purifie... Reactants: ClC1=C(C(=CC(=C1)C(=O)OCC)Cl)NC(C1=CC(=C(C=C1)OC)OC1CCCC1)=O (N-(2,6-dichloro-4-ethoxycarbonylphenyl)-3-cyclopentyloxy-4-methoxybenzamide), [BH4-].[Li+] (lithium borohydride). The solvent is [Cl-].[Na+].O (brine), O1CCCC1 (tetrahydrofuran), O1CCCC1 (tetrahydrofuran). Reaction conditions: time 8 hour. Product: ClC1=C(C(=CC(=C1)CO)Cl)NC(C1=CC(=C(C=C1)OC)OC1CCCC1)=O (N-(2,6-dichloro-4-hydroxymethylphenyl)-3-cyclopentyloxy-4-methoxybenzamide). As a reaction SMILES: [Cl:1][C:2]1[CH:7]=[C:6]([C:8](OCC)=[O:9])[CH:5]=[C:4]([Cl:13])[C:3]=1[NH:14][C:15](=[O:30])[C:16]1[CH:21]=[CH:20][C:19]([O:22][CH3:23])=[C:18]([O:24][CH:25]2[CH2:29][CH2:28][CH2:27][CH2:26]2)[CH:17]=1.[BH4-].[Li+]>O1CCCC1.[Cl-].[Na+].O>[Cl:1][C:2]1[CH:7]=[C:6]([CH2:8][OH:9])[CH:5]=[C:4]([Cl:13])[C:3]=1[NH:14][C:15](=[O:30])[C:16]1[CH:21]=[CH:20][C:19]([O:22][CH3:23])=[C:18]([O:24][CH:25]2[CH2:26][CH2:27][CH2:28][CH2:29]2)[CH:17]=1 |f:1.2,4.5.6|. Procedure: A stirred solution of N-(2,6-dichloro-4-ethoxycarbonylphenyl)-3-cyclopentyloxy-4-methoxybenzamide (6.1 g; that is prepared as described in Example 8) in dry tetrahydrofuran (80 mL) at room temperature under argon is treated dropwise with a solution of lithium borohydride in tetrahydrofuran (115 mL; 2 M). The mixture is stirred overnight and then it is treated portionwise with saturated brine (200 mL) and stirred for 30 minutes. The organic layer is then washed with water, dried over magnesium su... The reactants are O=C([O-])[O-], CSc1ccc(O)cc1, O=C(NC1CCC(O)CC1)c1cc(F)cnc1Cl, [Cs+], [Cs+], CN(C)C=O. Product: CSc1ccc(Oc2ncc(F)cc2C(=O)NC2CCC(O)CC2)cc1. Reaction SMILES: [C:28](=[O:29])([O-:30])[O-:31].[CH3:19][S:20][c:21]1[cH:22][cH:23][c:24]([OH:27])[cH:25][cH:26]1.[Cl:1][c:2]1[c:3]([C:4](=[O:5])[NH:6][CH:7]2[CH2:8][CH2:9][CH:10]([OH:13])[CH2:11][CH2:12]2)[cH:14][c:15]([F:18])[cH:16][n:17]1.[Cs+:32].[Cs+:33].[O:34]=[CH:35][N:36]([CH3:37])[CH3:38]>>[c:2]1([O:27][c:24]2[cH:23][cH:22][c:21]([S:20][CH3:19])[cH:26][cH:25]2)[c:3]([C:4](=[O:5])[NH:6][CH:7]2[CH2:8][CH2:9][CH:10]([OH:13])[CH2:11][CH2:12]2)[cH:14][c:15]([F:18])[cH:16][n:17]1. Reactants: C([O-])([O-])=O.[K+].[K+] (potassium carbonate), FC1=C(C=C(C=C1)[N+](=O)[O-])[N+](=O)[O-] (1-fluoro-2,4-dinitrobenzen), O[C@H](C(=O)OCC)C (ethyl (2S)-(−)-2-hydroxypropanoate). Reported procedure: In the presence of potassium carbonate, 1-fluoro-2,4-dinitrobenzen was treated with ethyl (2S)-(−)-2-hydroxypropanoate to obtain ethyl (2S)-2-(2,4-dinitrophenyl)propionate. Product: [N+](=O)([O-])C1=C(C=CC(=C1)[N+](=O)[O-])[C@@H](C(=O)OCC)C (ethyl (2S)-2-(2,4-dinitrophenyl)propionate). RXN SMILES: C(=O)([O-])[O-].[K+].[K+].F[C:8]1[CH:13]=[CH:12][C:11]([N+:14]([O-:16])=[O:15])=[CH:10][C:9]=1[N+:17]([O-:19])=[O:18].O[C@@H:21]([CH3:27])[C:22]([O:24][CH2:25][CH3:26])=[O:23]>>[N+:17]([C:9]1[CH:10]=[C:11]([N+:14]([O-:16])=[O:15])[CH:12]=[CH:13][C:8]=1[C@H:21]([CH3:27])[C:22]([O:24][CH2:25][CH3:26])=[O:23])([O-:19])=[O:18] |f:0.1.2|.